The task is: describe an organic reaction: reactants, conditions, products, and yield. This data is from the Open Reaction Database (ORD), a public repository of structured organic reaction records. Product: C1(=CC=CC=C1)C1=C(C=NO1)C(=O)O (5-phenyl-4-isoxazolecarboxylic acid). Reported procedure: The procedure of Example 27 was employed utilizing ethyl-5-phenyl-4-isoxazolecarboxylate in lieu of ethyl-5-(2',4'-dichlorophenyl)-4-isoxazolecarboxylate to yield upon recrystallization with toluene, 5-phenyl-4-isoxazolecarboxylic acid (7.5 g.; 55% yield) as a white solid having a melting point of 153°-154° C. and the following analysis: Starting materials: C(C)OC(=O)C=1C=NOC1C1=CC=CC=C1 (ethyl-5-phenyl-4-isoxazolecarboxylate), C(C)OC(=O)C=1C=NOC1C1=C(C=C(C=C1)Cl)Cl (ethyl-5-(2',4'-dichlorophenyl)-4-isoxazolecarboxylate). Run in C1(=CC=CC=C1)C (toluene). The yield is 55.0%. RXN SMILES: C([O:3][C:4]([C:6]1[CH:7]=[N:8][O:9][C:10]=1[C:11]1[CH:16]=[CH:15][CH:14]=[CH:13][CH:12]=1)=[O:5])C.C(OC(C1C=NOC=1C1C=CC(Cl)=CC=1Cl)=O)C>C1(C)C=CC=CC=1>[C:11]1([C:10]2[O:9][N:8]=[CH:7][C:6]=2[C:4]([OH:5])=[O:3])[CH:12]=[CH:13][CH:14]=[CH:15][CH:16]=1. The reactants are CO, CC(=O)Nc1nnc(S(N)(=O)=O)s1, Cl. As a reaction SMILES: [CH3:15][OH:16].[CH3:1][C:2](=[O:3])[NH:4][c:5]1[n:6][n:7][c:8]([S:10]([NH2:11])(=[O:12])=[O:13])[s:9]1.[ClH:14]>>[NH2:4][c:5]1[n:6][n:7][c:8]([S:10]([NH2:11])(=[O:12])=[O:13])[s:9]1. Yields the product Nc1nnc(S(N)(=O)=O)s1. Starting materials: BrCC1CC1, CCCC[N+](CCCC)(CCCC)CCCC, CN(C)C=O, [H-], [I-], [Na+], COC(=O)c1cnc(N2CCNC2=O)s1. Yields the product COC(=O)c1cnc(N2CCN(CC3CC3)C2=O)s1. RXN SMILES: [Br:18][CH2:19][CH:20]1[CH2:21][CH2:22]1.[CH2:29]([N+:30]([CH2:31][CH2:32][CH2:33][CH3:34])([CH2:35][CH2:36][CH2:37][CH3:38])[CH2:39][CH2:40][CH2:41][CH3:42])[CH2:43][CH2:44][CH3:45].[CH3:23][N:24]([CH3:25])[CH:26]=[O:27].[H-:16].[I-:28].[Na+:17].[O:1]=[C:2]1[N:3]([c:7]2[s:8][c:9]([C:12](=[O:13])[O:14][CH3:15])[cH:10][n:11]2)[CH2:4][CH2:5][NH:6]1>>[O:1]=[C:2]1[N:3]([c:7]2[s:8][c:9]([C:12](=[O:13])[O:14][CH3:15])[cH:10][n:11]2)[CH2:4][CH2:5][N:6]1[CH2:19][CH:20]1[CH2:21][CH2:22]1.